Task: describe an organic reaction: reactants, conditions, products, and yield. Dataset: the Open Reaction Database (ORD), a public repository of structured organic reaction records Starting materials: CC1=COC=C1 (3-methylfuran), [Li]CCCC (nBuLi), C(C)C(CC)C=1C=2N(N=C(C1)C)C(=C(N2)C)I (8-(1-ethyl-propyl)-3-iodo-2,6-dimethyl-imidazo[1,2-b]pyridazine), [Li]CCCC (nBuLi), Cl (HCl). The reagents and catalysts are [Cl-].[Cl-].[Zn+2] (ZnCl2). The solvent is C1CCOC1 (THF). Reaction conditions: temperature 0 celsius, time 5 minute. Product: N1=NC=CC=C1 (pyridazine), C(C)C(CC)C=1C=2N(N=C(C1)C)C(=C(N2)C)C=2OC=CC2C (8-(1-ethyl-propyl)-2,6-dimethyl-3-(3-methyl-furan-2-yl)-imidazo[1,2-b]pyridazine). Yield: 318.0%. As a reaction SMILES: [CH3:1][C:2]1[CH:6]=[CH:5][O:4][CH:3]=1.[Li]CCCC.[CH2:12]([CH:14]([C:17]1[C:18]2[N:19]([C:24](I)=[C:25]([CH3:27])[N:26]=2)[N:20]=[C:21]([CH3:23])[CH:22]=1)[CH2:15][CH3:16])[CH3:13].Cl>[Cl-].[Cl-].[Zn+2].C1COCC1>[N:19]1[CH:18]=[CH:17][CH:22]=[CH:21][N:20]=1.[CH2:12]([CH:14]([C:17]1[C:18]2[N:19]([C:24]([C:3]3[O:4][CH:5]=[CH:6][C:2]=3[CH3:1])=[C:25]([CH3:27])[N:26]=2)[N:20]=[C:21]([CH3:23])[CH:22]=1)[CH2:15][CH3:16])[CH3:13] |f:4.5.6|. Procedure details: A THF solution (5 mL) of 3-methylfuran (Acros, 232 mg, 2.83 mmol) is cooled to −78° C. under N2 then treated with nBuLi (1.6 M in hexane, 1.8 mL, 2.9 mmol). After addition of the nBuLi, the solution is warmed to 0° C. for 15 minutes, then to room temperature for an additional 5 minutes. The reaction mixture is then cooled to −78° C. and treated with ZnCl2 (Aldrich, 0.5 M in THF, 5.8 mL, 2.9 mmol). The resulting mixture is warmed to room temperature and treated with 8-(1-ethyl-propyl)-3-iodo-2,6-... Reactants: C1(=CC=CC=C1)N1C(N(C(=C1C1=CC=CC=C1)C1=CC=CC=C1)CCCCCCCBr)=O (1,4,5-triphenyl-3-(7-bromoheptyl)-imidazol-2-one), C(C)OP(OCC)OCC (triethylphosphite). Solvent: C=1(C(=CC=CC1)C)C (xylene). Yields the product C1(=CC=CC=C1)N1C(N(C(=C1C1=CC=CC=C1)C1=CC=CC=C1)CCCCCCCP(OCC)(=O)OCC)=O (diethyl 7-(3,4,5-triphenyl-2-oxo-2,3-dihydroimidazol-1-yl)heptanephosphonate). Isolated yield 75.2%. RXN SMILES: [C:1]1([N:7]2[C:11]([C:12]3[CH:17]=[CH:16][CH:15]=[CH:14][CH:13]=3)=[C:10]([C:18]3[CH:23]=[CH:22][CH:21]=[CH:20][CH:19]=3)[N:9]([CH2:24][CH2:25][CH2:26][CH2:27][CH2:28][CH2:29][CH2:30]Br)[C:8]2=[O:32])[CH:6]=[CH:5][CH:4]=[CH:3][CH:2]=1.[CH2:33]([O:35][P:36]([O:40]CC)[O:37][CH2:38][CH3:39])[CH3:34]>C1(C)C(C)=CC=CC=1>[C:1]1([N:7]2[C:11]([C:12]3[CH:17]=[CH:16][CH:15]=[CH:14][CH:13]=3)=[C:10]([C:18]3[CH:23]=[CH:22][CH:21]=[CH:20][CH:19]=3)[N:9]([CH2:24][CH2:25][CH2:26][CH2:27][CH2:28][CH2:29][CH2:30][P:36]([O:37][CH2:38][CH3:39])(=[O:40])[O:35][CH2:33][CH3:34])[C:8]2=[O:32])[CH:6]=[CH:5][CH:4]=[CH:3][CH:2]=1. Procedure details: A solution of 1,4,5-triphenyl-3-(7-bromoheptyl)-imidazol-2-one (1.0 g) and triethylphosphite (1.66 g) in xylene (5 ml) was heated at reflux temperature for 40 hours. The solution was evaporated to an oil and chromatographed on silica gel (ethyl acetate/ethanol)The resulting oil was taken up in diethyl ether, filtered and evaporated to give diethyl 7-(3,4,5-triphenyl-2-oxo-2,3-dihydroimidazol-1-yl)heptanephosphonate as a clear oil (0.84 g, 75%). Reactants: ClC1(SC2=C(N(C1=O)C)C=CC=C2)C2=C(C=CC(=C2)OC)O (2-Chloro-3,4-dihydro-2-(2-hydroxy-5-methoxyphenyl)-4-methyl-3-oxo-2H-1,4-benzothiazine), CS (methyl mercaptan). Solvent: O1CCCC1 (tetrahydrofuran). Run at time 1.5 hour. The product is OC1=C(C=C(C=C1)OC)C1(SC2=C(N(C1=O)C)C=CC=C2)SC (3,4-Dihydro-2-(2-hydroxy-5-methoxyphenyl)-4-methyl-2-methylthio-3-oxo-2H-1,4-benzothiazine). The yield is 78.3%. RXN SMILES: Cl[C:2]1([C:14]2[CH:19]=[C:18]([O:20][CH3:21])[CH:17]=[CH:16][C:15]=2[OH:22])[C:7](=[O:8])[N:6]([CH3:9])[C:5]2[CH:10]=[CH:11][CH:12]=[CH:13][C:4]=2[S:3]1.[CH3:23][SH:24]>O1CCCC1>[OH:22][C:15]1[CH:16]=[CH:17][C:18]([O:20][CH3:21])=[CH:19][C:14]=1[C:2]1([S:24][CH3:23])[C:7](=[O:8])[N:6]([CH3:9])[C:5]2[CH:10]=[CH:11][CH:12]=[CH:13][C:4]=2[S:3]1. Procedure details: 2-Chloro-3,4-dihydro-2-(2-hydroxy-5-methoxyphenyl)-4-methyl-3-oxo-2H-1,4-benzothiazine (12.3 g, compound No. 3) is added to a mixture of 30% aqueous methyl mercaptan solution (26 ml) and tetrahydrofuran (50 ml). The mixture is stirred for 1.5 hours at room temperature and concentrated in vacuo. The separated crystals are collected by filtration to give 10.0 g (78.3%) of the titled compound.